This data is from the Open Reaction Database (ORD), a public repository of structured organic reaction records. The task is: describe an organic reaction: reactants, conditions, products, and yield The product is ClC=1C(=C(C=CC1)NC(C)=O)C (N-(3-Chloro-2-methyl phenyl)acetamide). As a reaction SMILES: [Cl:1][C:2]1[C:3]([CH3:9])=[C:4]([CH:6]=[CH:7][CH:8]=1)[NH2:5].[C:10](OC(=O)C)(=[O:12])[CH3:11]>CCO>[Cl:1][C:2]1[C:3]([CH3:9])=[C:4]([NH:5][C:10](=[O:12])[CH3:11])[CH:6]=[CH:7][CH:8]=1. Reported procedure: A solution of 3-chloro-2-methylaniline (9.0 g, 63.56 mmol) in EtOH (75 mL) was treated with acetic anhydride (7.2 mL, 76.31 mmol) and the resulting mixture was stirred at rt for 3 h. Concentration was followed by crystallization from hexanes/EtOAc (1:3) to afford 11.2 g of the title compound: 1H NMR (300 MHz, DMSO-d6) δ 9.52 (s, 1H), 7.30-7.23 (m, 2H), 7.17-7.13 (m, 1H), 2.18 (s, 3H), 2.06 (s, 3H). The solvent is CCO (EtOH). Starting materials: ClC=1C(=C(N)C=CC1)C (3-chloro-2-methylaniline), C(C)(=O)OC(C)=O (acetic anhydride). Reaction conditions: time 3 hour. The yield is 96.0%. Starting materials: Cl (hydrochloric acid), [OH-].[K+] (potassium hydroxide), C(=O)(O)CC=1C=C(C=CC1I)C(C(=O)O)C (2-(3-carboxymethyl-4-iodophenyl)propionic acid), C1(=CC=CC=C1)S (thiophenol). Reagents/catalysts: [Cu] (copper). Run in CCCCCC.C(C)(=O)OCC.C(C)(=O)O (hexane ethyl acetate acetic acid). Reaction conditions: temperature 100 celsius. Product: C(=O)(O)CC=1C=C(C=CC1SC1=CC=CC=C1)C(C(=O)O)C (2-(3-carboxymethyl-4-phenylthiophenyl)propionic acid). The yield is 69.0%. Reaction SMILES: [OH-].[K+].[C:3]([CH2:6][C:7]1[CH:8]=[C:9]([CH:14]([CH3:18])[C:15]([OH:17])=[O:16])[CH:10]=[CH:11][C:12]=1I)([OH:5])=[O:4].[C:19]1([SH:25])[CH:24]=[CH:23][CH:22]=[CH:21][CH:20]=1.Cl>[Cu].CCCCCC.C(OCC)(=O)C.C(O)(=O)C>[C:3]([CH2:6][C:7]1[CH:8]=[C:9]([CH:14]([CH3:18])[C:15]([OH:17])=[O:16])[CH:10]=[CH:11][C:12]=1[S:25][C:19]1[CH:24]=[CH:23][CH:22]=[CH:21][CH:20]=1)([OH:5])=[O:4] |f:0.1,6.7.8|. Procedure: 0.3 M Aqueous potassium hydroxide solution (10 mL, oxygen was removed by addition of 20 mg of sodium hydrosulfite in advance) was mixed with 2-(3-carboxymethyl-4-iodophenyl)propionic acid (prepared in the manner as described in Example 12, 203 mg, 0.607 mmol.) and thiophenol (95 wt. %, 94 mg, 0.81 mmol.). The resulting mixture was heated for 19 hours under reflux (temperature: approx. 100° C.) after addition of 20 mg of powdery copper. The reaction mixture was cooled, made acidic by addition of ... The reactants are [N+](=O)([O-])C1=C(C=CC=C1)N1CCN(CC1)C(CCCN1C(NC(C2=CC=CC=C12)=O)=O)=O (1-[4-{4-(2-nitrophenyl)piperazin-1-yl}-4-oxo-butyl]-2,4(1H,3H)-quinazolinedione), B (borane). The solvent is O1CCCC1 (tetrahydrofuran), O1CCCC1 (tetrahydrofuran). The product is [N+](=O)([O-])C1=C(C=CC=C1)N1CCN(CC1)CCCCN1C(NC(C2=CC=CC=C12)=O)=O (1-[4-{4-(2-nitrophenyl)piperazin-1-yl}butyl]-2,4(1H,3H)-quinazolinedione). The yield is 15.9%. RXN SMILES: [N+:1]([C:4]1[CH:9]=[CH:8][CH:7]=[CH:6][C:5]=1[N:10]1[CH2:15][CH2:14][N:13]([C:16](=O)[CH2:17][CH2:18][CH2:19][N:20]2[C:29]3[C:24](=[CH:25][CH:26]=[CH:27][CH:28]=3)[C:23](=[O:30])[NH:22][C:21]2=[O:31])[CH2:12][CH2:11]1)([O-:3])=[O:2].B>O1CCCC1>[N+:1]([C:4]1[CH:9]=[CH:8][CH:7]=[CH:6][C:5]=1[N:10]1[CH2:15][CH2:14][N:13]([CH2:16][CH2:17][CH2:18][CH2:19][N:20]2[C:29]3[C:24](=[CH:25][CH:26]=[CH:27][CH:28]=3)[C:23](=[O:30])[NH:22][C:21]2=[O:31])[CH2:12][CH2:11]1)([O-:3])=[O:2]. Reported procedure: To a suspension of 1-[4-{4-(2-nitrophenyl)piperazin-1-yl}-4-oxo-butyl]-2,4(1H,3H)-quinazolinedione (500 mg) in tetrahydrofuran (10 ml) was added 1M borane in tetrahydrofuran (3.42 ml) on an ice-bath. After refluxing for 30 minutes, the reaction mixture was quenched with 1N hydrochloric acid (7 ml), and refluxed for additional 30 minutes. The mixture was made alkaline with saturated aqueous sodium bicarbonate, diluted with ethyl acetate. The organic layer was washed with saturated sodium bicarbon... The reactants are C1CCOC1, Fc1cccc(Br)c1F, C=CC(COC(c1ccccc1)(c1ccccc1)c1ccccc1)OCC(=O)N1CCOCC1. The product is C=CC(COC(c1ccccc1)(c1ccccc1)c1ccccc1)OCC(=O)c1cccc(F)c1F. RXN SMILES: [CH2:44]1[O:45][CH2:46][CH2:47][CH2:48]1.[F:1][c:2]1[c:3]([Br:9])[cH:4][cH:5][cH:6][c:7]1[F:8].[O:10]1[CH2:11][CH2:12][N:13]([C:16]([CH2:17][O:18][CH:19]([CH2:20][O:21][C:22]([c:23]2[cH:24][cH:25][cH:26][cH:27][cH:28]2)([c:29]2[cH:30][cH:31][cH:32][cH:33][cH:34]2)[c:35]2[cH:36][cH:37][cH:38][cH:39][cH:40]2)[CH:41]=[CH2:42])=[O:43])[CH2:14][CH2:15]1>>[F:1][c:2]1[c:3]([C:16]([CH2:17][O:18][CH:19]([CH2:20][O:21][C:22]([c:23]2[cH:24][cH:25][cH:26][cH:27][cH:28]2)([c:29]2[cH:30][cH:31][cH:32][cH:33][cH:34]2)[c:35]2[cH:36][cH:37][cH:38][cH:39][cH:40]2)[CH:41]=[CH2:42])=[O:43])[cH:4][cH:5][cH:6][c:7]1[F:8]. The reactants are NC1=C(N=CN1[C@H]1[C@H](O)[C@H](O)[C@H](O1)CO)C(=O)N (5-amino-1-β-D-ribofuranosylimidazole-4-carboxamide), NC1=C(N=CN1[C@H]1[C@H](OC(CC)=O)[C@H](OC(CC)=O)[C@H](O1)COC(CC)=O)C#N (5-amino-1-(2,3,5-tri-O-propionyl-β-D-ribofuranosyl)imidazole-4-carbonitrile), C(CC)(=O)O (propionic acid), NC1=C(N=CN1[C@H]1[C@H](OC(CC)=O)[C@H](OC(CC)=O)[C@H](O1)COC(CC)=O)C(=O)N (5-amino-1-(2,3,5-tri-O-propionyl-β-D-ribofuranosyl)-imidazole-4-carboxamide). The product is NC1=C(N=CN1[C@H]1[C@H](O)[C@H](O)[C@H](O1)CO)C#N (5-amino-1-β-D-ribofuranosylimidazole-4-carbonitrile). RXN SMILES: [NH2:1][C:2]1[N:6]([C@@H:7]2[O:13][C@H:12]([CH2:14][OH:15])[C@@H:10]([OH:11])[C@H:8]2[OH:9])[CH:5]=[N:4][C:3]=1[C:16]([NH2:18])=O.C(O)(=O)CC.NC1N([C@@H]2O[C@H](COC(=O)CC)[C@@H](OC(=O)CC)[C@H]2OC(=O)CC)C=NC=1C(N)=O.NC1N([C@@H]2O[C@H](COC(=O)CC)[C@@H](OC(=O)CC)[C@H]2OC(=O)CC)C=NC=1C#N>>[NH2:1][C:2]1[N:6]([C@@H:7]2[O:13][C@H:12]([CH2:14][OH:15])[C@@H:10]([OH:11])[C@H:8]2[OH:9])[CH:5]=[N:4][C:3]=1[C:16]#[N:18]. Procedure: A method according to claim 8, wherein 5-amino-1-β-D-ribofuranosylimidazole-4-carboxamide is reacted with a reactive derivative of propionic acid, the resulting 5-amino-1-(2,3,5-tri-O-propionyl-β-D-ribofuranosyl)-imidazole-4-carboxamide is dehydrated, the resulting 5-amino-1-(2,3,5-tri-O-propionyl-β-D-ribofuranosyl)imidazole-4-carbonitrile is treated to remove the propionyls to yield 5-amino-1-β-D-ribofuranosylimidazole-4-carbonitrile and the last mentioned compound is reacted with phenylguanidi... The reactants are FC(C(=O)O)(F)F (trifluoroacetic acid), FC(S(=O)(=O)O)(F)F (trifluoromethanesulfonic acid), COC1=CC=C(CS[C@H]2C[C@H](N(C2)C)C(=O)N2CCN(CCC2)C(=O)OCC2=CC=C(C=C2)[N+](=O)[O-])C=C1 ((2S,4S)-4-(4-methoxybenzylthio)-1-methyl-2-[4-(4-nitrobenzyloxycarbonyl)-1-homopiperazinylcarbonyl]-pyrrolidine). Solvent: C1(=CC=CC=C1)OC (anisole). Run at time 50 minute. Product: FC(S(=O)(=O)O)(F)F.S[C@H]1C[C@H](N(C1)C)C(=O)N1CCN(CCC1)C(=O)OCC1=CC=C(C=C1)[N+](=O)[O-] ((2S,4S)-4-Mercapto-1-methyl-2-[4-(4-nitrobenzyloxycarbonyl)-1-homopiperazinylcarbonyl]pyrrolidine Trifluoromethanesulfonate). RXN SMILES: FC(F)(F)C(O)=O.[F:8][C:9]([F:15])([F:14])[S:10]([OH:13])(=[O:12])=[O:11].COC1C=CC(C[S:23][C@@H:24]2[CH2:28][N:27]([CH3:29])[C@H:26]([C:30]([N:32]3[CH2:38][CH2:37][CH2:36][N:35]([C:39]([O:41][CH2:42][C:43]4[CH:48]=[CH:47][C:46]([N+:49]([O-:51])=[O:50])=[CH:45][CH:44]=4)=[O:40])[CH2:34][CH2:33]3)=[O:31])[CH2:25]2)=CC=1>C1(OC)C=CC=CC=1>[F:8][C:9]([F:15])([F:14])[S:10]([OH:13])(=[O:12])=[O:11].[SH:23][C@@H:24]1[CH2:28][N:27]([CH3:29])[C@H:26]([C:30]([N:32]2[CH2:38][CH2:37][CH2:36][N:35]([C:39]([O:41][CH2:42][C:43]3[CH:44]=[CH:45][C:46]([N+:49]([O-:51])=[O:50])=[CH:47][CH:48]=3)=[O:40])[CH2:34][CH2:33]2)=[O:31])[CH2:25]1 |f:4.5|. Procedure details: 25 ml of trifluoroacetic acid and 0.83 ml of trifluoromethanesulfonic acid were added dropwise, whilst ice-cooling to a solution of 2.5 g of (2S,4S)-4-(4-methoxybenzylthio)-1-methyl-2-[4-(4-nitrobenzyloxycarbonyl)-1-homopiperazinylcarbonyl]-pyrrolidine [prepared as described in step (iii) above] in 5.2 ml of anisole, and the resulting mixture was stirred at the same temperature for 50 minutes. At the end of this time, the reaction mixture was concentrated by evaporation under reduced pressure, a... Reactants: O=C([O-])[O-], CCOC(=O)c1cc2cc(OCCCS(C)(=O)=O)cc(NS(=O)(=O)c3ccccn3)c2[nH]1, CN(C)C=O, CI, [K+], [K+], O. Product: CCOC(=O)c1cc2cc(OCCCS(C)(=O)=O)cc(N(C)S(=O)(=O)c3ccccn3)c2[nH]1. RXN SMILES: [C:33](=[O:34])([O-:35])[O-:36].[CH3:1][S:2](=[O:3])(=[O:4])[CH2:5][CH2:6][CH2:7][O:8][c:9]1[cH:10][c:11]2[cH:12][c:13]([C:28](=[O:29])[O:30][CH2:31][CH3:32])[nH:14][c:15]2[c:16]([NH:18][S:19](=[O:20])(=[O:21])[c:22]2[n:23][cH:24][cH:25][cH:26][cH:27]2)[cH:17]1.[CH3:39][N:40]([CH3:41])[CH:42]=[O:43].[CH3:44][I:45].[K+:37].[K+:38].[OH2:46]>>[CH3:1][S:2](=[O:3])(=[O:4])[CH2:5][CH2:6][CH2:7][O:8][c:9]1[cH:10][c:11]2[cH:12][c:13]([C:28](=[O:29])[O:30][CH2:31][CH3:32])[nH:14][c:15]2[c:16]([N:18]([S:19](=[O:20])(=[O:21])[c:22]2[n:23][cH:24][cH:25][cH:26][cH:27]2)[CH3:33])[cH:17]1. The reactants are O=c1c(Cc2cccnc2)cn2c3ccc(Br)cc3c3cc(O)cc1c32, CC(C)(C)OC(=O)CBr, O=C([O-])[O-], CS(C)=O, [K+], [K+], O. Product: CC(C)(C)OC(=O)COc1cc2c(=O)c(Cc3cccnc3)cn3c4ccc(Br)cc4c(c1)c23. As a reaction SMILES: [Br:1][c:2]1[cH:3][cH:4][c:5]2[n:6]3[c:7]4[c:8]([cH:9][c:10]([OH:15])[cH:11][c:12]4[c:13]2[cH:14]1)[c:16](=[O:26])[c:17]([CH2:19][c:20]1[cH:21][n:22][cH:23][cH:24][cH:25]1)[cH:18]3.[Br:33][CH2:34][C:35](=[O:36])[O:37][C:38]([CH3:39])([CH3:40])[CH3:41].[C:27](=[O:28])([O-:29])[O-:30].[CH3:43][S:44](=[O:45])[CH3:46].[K+:31].[K+:32].[OH2:42]>>[Br:1][c:2]1[cH:3][cH:4][c:5]2[n:6]3[c:7]4[c:8]([cH:9][c:10]([O:15][CH2:34][C:35](=[O:36])[O:37][C:38]([CH3:39])([CH3:40])[CH3:41])[cH:11][c:12]4[c:13]2[cH:14]1)[c:16](=[O:26])[c:17]([CH2:19][c:20]1[cH:21][n:22][cH:23][cH:24][cH:25]1)[cH:18]3. The reactants are C(C)C1(CCC(CC1)C=1C=C(C=CC1N1CCNCC1)N1CCOCC1)CC (4-[3-(4,4-diethylcyclohexyl)-4-piperazin-1-ylphenyl]morpholine), C([O-])([O-])=O.[K+].[K+] (potassium carbonate), BrCC(CC)=O (1-bromo-2-butanone), O (water). Run in CN(C=O)C (dimethylformamide), C(C)(=O)OCC (ethyl acetate). Run at temperature 80 celsius, time 5 minute. The product is C(C)C1(CCC(CC1)C1=C(C=CC(=C1)N1CCOCC1)N1CCN(CC1)CC(CC)=O)CC (1-[4-[2-(4,4-diethylcyclohexyl)-4-morpholin-4-ylphenyl]piperazin-1-yl]butan-2-one). As a reaction SMILES: [CH2:1]([C:3]1([CH2:27][CH3:28])[CH2:8][CH2:7][CH:6]([C:9]2[CH:10]=[C:11]([N:21]3[CH2:26][CH2:25][O:24][CH2:23][CH2:22]3)[CH:12]=[CH:13][C:14]=2[N:15]2[CH2:20][CH2:19][NH:18][CH2:17][CH2:16]2)[CH2:5][CH2:4]1)[CH3:2].C(=O)([O-])[O-].[K+].[K+].Br[CH2:36][C:37](=[O:40])[CH2:38][CH3:39].O>CN(C)C=O.C(OCC)(=O)C>[CH2:27]([C:3]1([CH2:1][CH3:2])[CH2:8][CH2:7][CH:6]([C:9]2[CH:10]=[C:11]([N:21]3[CH2:22][CH2:23][O:24][CH2:25][CH2:26]3)[CH:12]=[CH:13][C:14]=2[N:15]2[CH2:16][CH2:17][N:18]([CH2:36][C:37](=[O:40])[CH2:38][CH3:39])[CH2:19][CH2:20]2)[CH2:5][CH2:4]1)[CH3:28] |f:1.2.3|. Procedure details: To a solution of 4-[3-(4,4-diethylcyclohexyl)-4-piperazin-1-ylphenyl]morpholine (20 mg, 0.052 mmol) produced in Example (84b) in dimethylformamide (1 mL) were added potassium carbonate (11 mg, 0.078 mmol) and 1-bromo-2-butanone (9.4 mg, 0.063 mmol), followed by stirring for 2 hours and 5 minutes at an external temperature of 80° C. After air-cooling, water was added to the reaction mixture and extraction was performed with ethyl acetate. The organic layer was washed with water and then filtered ...